Dataset: the Open Reaction Database (ORD), a public repository of structured organic reaction records. Task: describe an organic reaction: reactants, conditions, products, and yield The reactants are C1(=CC=CC=C1)CCN1C(C=CC=C1)=N (1-(2-phenylethyl)-2-iminopyridine), C1(CCCCC1)N=C=NC1CCCCC1 (dicyclohexylcarbodiimide). Solvent: C(C)(C)(C)O (t-butanol). Yields the product C1(CCCCC1)NC(=NC1CCCCC1)N=C1N(C=CC=C1)CCC1=CC=CC=C1 (N,N"-Dicyclohexyl-N'-[1-(2-phenylethyl)-2(1H)-pyridinylidene]guanidine). The yield is 45.1%. As a reaction SMILES: [C:1]1([CH2:7][CH2:8][N:9]2[CH:14]=[CH:13][CH:12]=[CH:11][C:10]2=[NH:15])[CH:6]=[CH:5][CH:4]=[CH:3][CH:2]=1.[CH:16]1([N:22]=[C:23]=[N:24][CH:25]2[CH2:30][CH2:29][CH2:28][CH2:27][CH2:26]2)[CH2:21][CH2:20][CH2:19][CH2:18][CH2:17]1>C(O)(C)(C)C>[CH:25]1([NH:24][C:23]([N:15]=[C:10]2[CH:11]=[CH:12][CH:13]=[CH:14][N:9]2[CH2:8][CH2:7][C:1]2[CH:2]=[CH:3][CH:4]=[CH:5][CH:6]=2)=[N:22][CH:16]2[CH2:21][CH2:20][CH2:19][CH2:18][CH2:17]2)[CH2:26][CH2:27][CH2:28][CH2:29][CH2:30]1. Reported procedure: A solution of 1-(2-phenylethyl)-2-iminopyridine (5.9 g, 0.030 mole) and dicyclohexylcarbodiimide (7.26 g, 0.036 mole) in 100 ml t-butanol is heated at reflux for 24 hours. The solution is cooled and concentrated in vacuo to give a solid. The solid is recrystallized from 200 ml of hexane to give 5.48 g of the title compound which sinters at 132°C and melts at 142.5°-145°C. Starting materials: Cl.NC1(CCCC1)CCl (1-amino-1-(chloromethyl)cyclopentane HCl salt), C(C)C1=C(C=CC(=C1)[N+](=O)[O-])N=C=S (2-ethyl-4-nitrophenyl isothiocyanate). Product: C(C)C1=C(C=CC(=C1)[N+](=O)[O-])N=C1NC2(CS1)CCCC2 (2-(2-ethyl-4-nitrophenylimino)-3-thia-1-azaspiro[4.4]nonane). RXN SMILES: Cl.[NH2:2][C:3]1([CH2:8]Cl)[CH2:7][CH2:6][CH2:5][CH2:4]1.[CH2:10]([C:12]1[CH:17]=[C:16]([N+:18]([O-:20])=[O:19])[CH:15]=[CH:14][C:13]=1[N:21]=[C:22]=[S:23])[CH3:11]>>[CH2:10]([C:12]1[CH:17]=[C:16]([N+:18]([O-:20])=[O:19])[CH:15]=[CH:14][C:13]=1[N:21]=[C:22]1[S:23][CH2:8][C:3]2([CH2:7][CH2:6][CH2:5][CH2:4]2)[NH:2]1)[CH3:11] |f:0.1|. Procedure: 2-Ethylaniline was converted to 2-ethylacetanilide according to Method A2a, Step 1. The acetanilide was converted to 2-ethyl-4-nitroacetanilide according to Method A2a, Step 2. The acetanilide was deprotected according to Method A2a, Step 3 to give 2-ethyl-4-nitroaniline. The aniline was converted to 2-ethyl-4-nitrophenyl isothiocyanate according to Method A2a, Step 3. 1-Amino-1-(hydroxymethyl)cyclopentane was synthesized as described in Method B1c. The 2-hydroxyethylamine was reacted with SOCl2... Solvent: C1(=CC=CC=C1)C (toluene). RXN SMILES: [C:1]([O:5][C:6]([NH:8][C@@H:9]([CH2:21][OH:22])[CH2:10][C:11]([O:13][CH2:14][C:15]1[CH:20]=[CH:19][CH:18]=[CH:17][CH:16]=1)=[O:12])=[O:7])([CH3:4])([CH3:3])[CH3:2].O[C:24]1[CH:25]=[C:26]([CH:29]=[CH:30][C:31]=1[I:32])[C:27]#[N:28].C1(P(C2C=CC=CC=2)C2C=CC=CC=2)C=CC=CC=1.CN(C)C(N=NC(N(C)C)=O)=O>C1(C)C=CC=CC=1>[C:1]([O:5][C:6]([NH:8][C@@H:9]([CH2:21][O:22][C:24]1[CH:25]=[C:26]([C:27]#[N:28])[CH:29]=[CH:30][C:31]=1[I:32])[CH2:10][C:11]([O:13][CH2:14][C:15]1[CH:16]=[CH:17][CH:18]=[CH:19][CH:20]=1)=[O:12])=[O:7])([CH3:3])([CH3:4])[CH3:2]. Yields the product C(C)(C)(C)OC(=O)N[C@H](CC(=O)OCC1=CC=CC=C1)COC1=C(C=CC(=C1)C#N)I (benzyl (3R)-3-t-butoxycarbonylamino-4-(5-cyano-2-iodophenoxy)butanoate). Procedure: 10.16 g (32.8 mmol) of benzyl (3R)-3-t-butoxycarbonylamino-4-hydroxybutanoate was dissolved in 100 ml of toluene. 10.5 g (42.7 mmol) of 3-hydroxy-4-iodobenzonitrile, 11.2 g (42.7 mmol) of triphenylphosphine and 7.4 g (42.7 mmol) of N,N,N′,N′-tetramethylazodicarboxamide were added to the obtained solution under cooling with ice, and they were stirred at room temperature overnight. Run at time 8 hour. The reactants are OC=1C=C(C#N)C=CC1I (3-hydroxy-4-iodobenzonitrile), C1(=CC=CC=C1)P(C1=CC=CC=C1)C1=CC=CC=C1 (triphenylphosphine), CN(C(=O)N=NC(=O)N(C)C)C (N,N,N′,N′-tetramethylazodicarboxamide), C(C)(C)(C)OC(=O)N[C@H](CC(=O)OCC1=CC=CC=C1)CO (benzyl (3R)-3-t-butoxycarbonylamino-4-hydroxybutanoate). Starting materials: N(=C=S)C=1SC(=C(C1C(=O)OC)C1=CC=CC=C1)C (methyl 2-isothiocyanato-5-methyl-4-phenylthiophene-3-carboxylate), CC1=CN=CN1CCCN (3-(5-methyl-1H-imidazol-1-yl)propan-1-amine). The product is CC1=C(C2=C(NC(N(C2=O)CCCN2C=NC=C2C)=S)S1)C1=CC=CC=C1 (2,3-dihydro-6-methyl-3-(3-(5-methyl-1H-imidazol-1-yl)propyl)-5-phenyl-2-thioxothieno[2,3-d]pyrimidin-4(1H)-one). As a reaction SMILES: [N:1]([C:4]1[S:5][C:6]([CH3:19])=[C:7]([C:13]2[CH:18]=[CH:17][CH:16]=[CH:15][CH:14]=2)[C:8]=1[C:9]([O:11]C)=O)=[C:2]=[S:3].[CH3:20][C:21]1[N:25]([CH2:26][CH2:27][CH2:28][NH2:29])[CH:24]=[N:23][CH:22]=1>>[CH3:19][C:6]1[S:5][C:4]2[NH:1][C:2](=[S:3])[N:29]([CH2:28][CH2:27][CH2:26][N:25]3[C:21]([CH3:20])=[CH:22][N:23]=[CH:24]3)[C:9](=[O:11])[C:8]=2[C:7]=1[C:13]1[CH:18]=[CH:17][CH:16]=[CH:15][CH:14]=1. Reported procedure: The compound was synthesized starting from methyl 2-isothiocyanato-5-methyl-4-phenylthiophene-3-carboxylate (0.10 g, 0.35 mmol) and 3-(5-methyl-1H-imidazol-1-yl)propan-1-amine (5) (0.048 g, 0.35 mmol) as described above. Reactants: C, CCO, CN1CCN(CC#Cc2cc(Cl)c3c(c2)CN(Cc2ccc(Oc4ccccc4)cc2)C3=O)CC1, [H][H], [Pd]. The product is CN1CCN(CCCc2cc(Cl)c3c(c2)CN(Cc2ccc(Oc4ccccc4)cc2)C3=O)CC1. Reaction SMILES: [C:41].[CH3:38][CH2:39][OH:40].[Cl:1][c:2]1[cH:3][c:4]([C:26]#[C:27][CH2:28][N:29]2[CH2:30][CH2:31][N:32]([CH3:35])[CH2:33][CH2:34]2)[cH:5][c:6]2[c:10]1[C:9](=[O:11])[N:8]([CH2:12][c:13]1[cH:14][cH:15][c:16]([O:19][c:20]3[cH:21][cH:22][cH:23][cH:24][cH:25]3)[cH:17][cH:18]1)[CH2:7]2.[H:36][H:37].[Pd:42]>>[Cl:1][c:2]1[cH:3][c:4]([CH2:26][CH2:27][CH2:28][N:29]2[CH2:30][CH2:31][N:32]([CH3:35])[CH2:33][CH2:34]2)[cH:5][c:6]2[c:10]1[C:9](=[O:11])[N:8]([CH2:12][c:13]1[cH:14][cH:15][c:16]([O:19][c:20]3[cH:21][cH:22][cH:23][cH:24][cH:25]3)[cH:17][cH:18]1)[CH2:7]2.